Dataset: the Open Reaction Database (ORD), a public repository of structured organic reaction records. Task: describe an organic reaction: reactants, conditions, products, and yield Starting materials: FC=1C=C(C=CC1)CC(=O)C1=CC=CC=C1 (2-(3-fluorophenyl)-1-phenylethanone), C(C)OC=1C=C(C=O)C=C(C1O)[N+](=O)[O-] (3-ethoxy-4-hydroxy-5-nitrobenzaldehyde), NC(=O)N (urea), Cl (hydrochloric acid). Solvent: C(C)O (ethanol). Yields the product C(C)OC=1C=C(C=C(C1O)[N+](=O)[O-])C1NC(NC(=C1C1=CC(=CC=C1)F)C1=CC=CC=C1)=O (4-(3-ethoxy-4-hydroxy-5-nitrophenyl)-5-(3-fluorophenyl)-6-phenyl-3,4-dihydropyrimidin-2(1H)-one). Yield: 20.0%. As a reaction SMILES: [F:1][C:2]1[CH:3]=[C:4]([CH2:8][C:9]([C:11]2[CH:16]=[CH:15][CH:14]=[CH:13][CH:12]=2)=O)[CH:5]=[CH:6][CH:7]=1.[CH2:17]([O:19][C:20]1[CH:21]=[C:22]([CH:25]=[C:26]([N+:29]([O-:31])=[O:30])[C:27]=1[OH:28])[CH:23]=O)[CH3:18].[NH2:32][C:33]([NH2:35])=[O:34].Cl>C(O)C>[CH2:17]([O:19][C:20]1[CH:21]=[C:22]([CH:23]2[C:8]([C:4]3[CH:5]=[CH:6][CH:7]=[C:2]([F:1])[CH:3]=3)=[C:9]([C:11]3[CH:16]=[CH:15][CH:14]=[CH:13][CH:12]=3)[NH:35][C:33](=[O:34])[NH:32]2)[CH:25]=[C:26]([N+:29]([O-:31])=[O:30])[C:27]=1[OH:28])[CH3:18]. Reported procedure: A mixture of 2-(3-fluorophenyl)-1-phenylethanone (commercially available) (200 mg, 0.93 mmol), 3-ethoxy-4-hydroxy-5-nitrobenzaldehyde (197 mg, 0.93 mmol), urea (168 mg, 2.8 mmol), conc. hydrochloric acid (0.5 mL) in ethanol (3 mL) was refluxed for 61 hours. After cooling to room temperature, the mixture was evaporated and purified by silica gel column chromatography (petroleum ether/ethyl acetate=3:1) to give Compound 115 (85.8 mg, yield 20%). 1HNMR (DMSO-d6 400 MHZ): δ 10.31 (brs, 1H), 8.82 (s,... The reactants are [OH-].[Na+] (NaOH), O (water), C(C)(=O)OCC (ethyl acetate), ClC1=C(CN2CCN(CC2)C(=O)OCC)C=C(C=C1)Cl (1-(2,5-dichlorobenzyl)-4-ethoxycarbonylpiperazine). Run in Cl (HCl). Yields the product ClC1=C(CN2CCNCC2)C=C(C=C1)Cl (1-(2,5-dichlorobenzyl)piperazine). Yield: 44.4%. RXN SMILES: [Cl:1][C:2]1[CH:19]=[CH:18][C:17]([Cl:20])=[CH:16][C:3]=1[CH2:4][N:5]1[CH2:10][CH2:9][N:8](C(OCC)=O)[CH2:7][CH2:6]1.O.C(OCC)(=O)C.[OH-].[Na+]>Cl>[Cl:1][C:2]1[CH:19]=[CH:18][C:17]([Cl:20])=[CH:16][C:3]=1[CH2:4][N:5]1[CH2:6][CH2:7][NH:8][CH2:9][CH2:10]1 |f:3.4|. Procedure details: A solution of 13 g of Compound 14A in 35 mL of 37% HCl was first stirred at reflux for a period of 40 hr, followed by the addition of 30 mL water and 30 mL ethyl acetate, with the pH level adjusted to 11 through addition of a suitable quantity of 35% NaOH. The obtained organic phase was then dried over anhydrous sodium sulphate, followed by evaporation under vacuum. The obtained crude product residue was then purified by flash chromatography (chloroform—methanol 7:3). By this means, 4.46 g of Co...